Dataset: the Open Reaction Database (ORD), a public repository of structured organic reaction records. Task: describe an organic reaction: reactants, conditions, products, and yield The reactants are OCC=1C=C(C=CC1)O (3-(hydroxymethyl)phenol), C([O-])([O-])=O.[K+].[K+] (potassium carbonate), BrC(C)C (2-bromo-propane). Run in CN(C)C=O (DMF). Conditions: temperature 90 celsius. Product: C(C)(C)OC=1C=C(C=CC1)CO ((3-isopropoxyphenyl)methanol). As a reaction SMILES: [OH:1][CH2:2][C:3]1[CH:4]=[C:5]([OH:9])[CH:6]=[CH:7][CH:8]=1.C(=O)([O-])[O-].[K+].[K+].Br[CH:17]([CH3:19])[CH3:18]>CN(C=O)C>[CH:17]([O:9][C:5]1[CH:4]=[C:3]([CH2:2][OH:1])[CH:8]=[CH:7][CH:6]=1)([CH3:19])[CH3:18] |f:1.2.3|. Procedure: To a mixture of 3-(hydroxymethyl)phenol (10 g) and potassium carbonate (27.2 g) in DMF (100 ml) was added 2-bromo-propane (14.8 g), the reaction was heated to 90° C. overnight. The reaction mixture was filtered and the filtrate was concentrated and purified by chromatography on silica gel, eluting with petrol:ethyl acetate=5:1. Reactants: BrC1=CC2=C(C=C1)NC=1C2=CC=C2C3=CC(=CC=C3NC12)Br (3,8-dibromo-11,12-dihydroindolo[2,3-a]carbazole), C1(=C(C=CC=C1)B(O)O)C1=CC=CC=C1 (biphenyl-2-ylboronic acid), C(=O)([O-])[O-].[Na+].[Na+] (Na2CO3), CCO (EtOH). The reagents and catalysts are C=1C=CC(=CC1)[P](C=2C=CC=CC2)(C=3C=CC=CC3)[Pd]([P](C=4C=CC=CC4)(C=5C=CC=CC5)C=6C=CC=CC6)([P](C=7C=CC=CC7)(C=8C=CC=CC8)C=9C=CC=CC9)[P](C=1C=CC=CC1)(C=1C=CC=CC1)C=1C=CC=CC1 (Pd(PPh3)4). Run in C1(=CC=CC=C1)C (toluene). Run at temperature 100 celsius. Product: C1(=C(C=CC=C1)C1=CC2=C(C=C1)NC=1C2=CC=C2C3=CC(=CC=C3NC12)C1=C(C=CC=C1)C1=CC=CC=C1)C1=CC=CC=C1 (3,8-di(biphenyl-2-yl)-11,12-dihydroindolo[2,3-a]carbazole). Yield: 59.0%. As a reaction SMILES: Br[C:2]1[CH:7]=[CH:6][C:5]2[NH:8][C:9]3[C:10](=[CH:11][CH:12]=[C:13]4[C:21]=3[NH:20][C:19]3[C:14]4=[CH:15][C:16](Br)=[CH:17][CH:18]=3)[C:4]=2[CH:3]=1.[C:23]1([C:32]2[CH:37]=[CH:36][CH:35]=[CH:34][CH:33]=2)[CH:28]=[CH:27][CH:26]=[CH:25][C:24]=1B(O)O.C([O-])([O-])=O.[Na+].[Na+].[CH3:44][CH2:45]O>C1C=CC([P]([Pd]([P](C2C=CC=CC=2)(C2C=CC=CC=2)C2C=CC=CC=2)([P](C2C=CC=CC=2)(C2C=CC=CC=2)C2C=CC=CC=2)[P](C2C=CC=CC=2)(C2C=CC=CC=2)C2C=CC=CC=2)(C2C=CC=CC=2)C2C=CC=CC=2)=CC=1.C1(C)C=CC=CC=1>[C:23]1([C:32]2[CH:37]=[CH:36][CH:35]=[CH:34][CH:33]=2)[CH:28]=[CH:27][CH:26]=[CH:25][C:24]=1[C:2]1[CH:7]=[CH:6][C:5]2[NH:8][C:9]3[C:10](=[CH:11][CH:12]=[C:13]4[C:21]=3[NH:20][C:19]3[C:14]4=[CH:15][C:16]([C:2]4[CH:7]=[CH:6][CH:5]=[CH:4][C:3]=4[C:44]4[CH:45]=[CH:13][CH:21]=[CH:9][CH:10]=4)=[CH:17][CH:18]=3)[C:4]=2[CH:3]=1 |f:2.3.4,^1:50,52,71,90|. Procedure details: A mixture of 15.3 g (37 mmol) of 3,8-dibromo-11,12-dihydroindolo[2,3-a]carbazole, 18.3 g (92.4 mmol) of biphenyl-2-ylboronic acid, 0.86 g (0.8 mmol) of Pd(PPh3)4, 55 ml of 2M Na2CO3, 100 ml of EtOH and 200 ml toluene was degassed and placed under nitrogen, and then heated at 100° C. for 24 h. After finishing the reaction, the mixture was allowed to cool to room temperature. The organic layer was extracted with ethyl acetate and water, dried with anhydrous magnesium sulfate, the solvent was remov... The product is O=C1C(Cc2cc3cc(-c4ccnc(F)c4)ccc3s2)CCN1C1CCCCC1. The reactants are O=C1C(Cc2cc3cc(Br)ccc3s2)CCN1C1CCCCC1, O=C([O-])[O-], [Cl-], OB(O)c1ccnc(F)c1, [Li+], [Na+], [Na+], C1COCCO1, O, c1ccc(P(c2ccccc2)(c2ccccc2)[Pd](P(c2ccccc2)(c2ccccc2)c2ccccc2)(P(c2ccccc2)(c2ccccc2)c2ccccc2)P(c2ccccc2)(c2ccccc2)c2ccccc2)cc1. Reaction SMILES: [Br:1][c:2]1[cH:3][c:4]2[c:5]([s:6][c:7]([CH2:9][CH:10]3[C:11](=[O:21])[N:12]([CH:15]4[CH2:16][CH2:17][CH2:18][CH2:19][CH2:20]4)[CH2:13][CH2:14]3)[cH:8]2)[cH:22][cH:23]1.[C:36](=[O:37])([O-:38])[O-:39].[Cl-:34].[F:24][c:25]1[n:26][cH:27][cH:28][c:29]([B:31]([OH:32])[OH:33])[cH:30]1.[Li+:35].[Na+:40].[Na+:41].[O:120]1[CH2:121][CH2:122][O:123][CH2:124][CH2:125]1.[OH2:119].[cH:42]1[cH:43][cH:44][c:45]([P:46]([Pd:47]([P:48]([c:49]2[cH:50][cH:51][cH:52][cH:53][cH:54]2)([c:55]2[cH:56][cH:57][cH:58][cH:59][cH:60]2)[c:61]2[cH:62][cH:63][cH:64][cH:65][cH:66]2)([P:67]([c:68]2[cH:69][cH:70][cH:71][cH:72][cH:73]2)([c:74]2[cH:75][cH:76][cH:77][cH:78][cH:79]2)[c:80]2[cH:81][cH:82][cH:83][cH:84][cH:85]2)[P:86]([c:87]2[cH:88][cH:89][cH:90][cH:91][cH:92]2)([c:93]2[cH:94][cH:95][cH:96][cH:97][cH:98]2)[c:99]2[cH:100][cH:101][cH:102][cH:103][cH:104]2)([c:105]2[cH:106][cH:107][cH:108][cH:109][cH:110]2)[c:111]2[cH:112][cH:113][cH:114][cH:115][cH:116]2)[cH:117][cH:118]1>>[c:2]1(-[c:29]2[cH:28][cH:27][n:26][c:25]([F:24])[cH:30]2)[cH:3][c:4]2[c:5]([s:6][c:7]([CH2:9][CH:10]3[C:11](=[O:21])[N:12]([CH:15]4[CH2:16][CH2:17][CH2:18][CH2:19][CH2:20]4)[CH2:13][CH2:14]3)[cH:8]2)[cH:22][cH:23]1. Starting materials: CC(C)(C)C1=C(C=CC(=C1)C(C)(C)C)S[C@H]1[C@@H](CCC1)SCC(=O)OC (Methyl (±)trans-2-[[2-[[2,4-bis(1,1-dimethylethyl)phenyl]thio]cyclopentyl]thio]acetate), CC(C)(C)C=1C=C(C=C(C1)C(C)(C)C)S[C@H]1[C@@H](CCCC1)SCC(=O)OC (Methyl trans-[[2-[[3,5-bis(1,1-dimethylethyl)phenyl]thio]cyclohexyl]thio]acetate). Yields the product CC(C)(C)C=1C=C(C=C(C1)C(C)(C)C)S[C@H]1[C@@H](CCC1)SCC(=O)O (trans-2-[[2-[[3,5-bis(1,1-dimethylethyl)phenyl]thio]cyclopentyl]thio]acetic acid). As a reaction SMILES: CC(C1C=C(C(C)(C)C)C=CC=1S[C@@H]1CCC[C@H]1SCC(OC)=O)(C)C.[CH3:27][C:28]([C:31]1[CH:32]=[C:33]([S:41][C@@H:42]2[CH2:47][CH2:46]C[CH2:44][C@H:43]2[S:48][CH2:49][C:50]([O:52]C)=[O:51])[CH:34]=[C:35]([C:37]([CH3:40])([CH3:39])[CH3:38])[CH:36]=1)([CH3:30])[CH3:29]>>[CH3:27][C:28]([C:31]1[CH:32]=[C:33]([S:41][C@@H:42]2[CH2:47][CH2:46][CH2:44][C@H:43]2[S:48][CH2:49][C:50]([OH:52])=[O:51])[CH:34]=[C:35]([C:37]([CH3:39])([CH3:38])[CH3:40])[CH:36]=1)([CH3:29])[CH3:30]. Reported procedure: The title compound was prepared by the method described in Example 5, except that the title product of Example 98 was substituted for the title product of Example 4. The structure was supported by NMR and elemental analysis. Starting materials: CC(C)(C)c1ccc(S(=O)(=O)N2Cc3ccc(C(F)(F)F)nc3Nc3ccc(Br)cc32)cc1, [C-]#N, [C-]#N, CN1CCCC1=O, CCOC(C)=O, [Fe+2], O=C(C=Cc1ccccc1)C=Cc1ccccc1, O=C(C=Cc1ccccc1)C=Cc1ccccc1, O=C(C=Cc1ccccc1)C=Cc1ccccc1, [Pd], [Pd], [Zn+2], c1ccc(P(c2ccccc2)[c-]2cccc2)cc1, c1ccc(P(c2ccccc2)[c-]2cccc2)cc1. RXN SMILES: [Br:1][c:2]1[cH:3][cH:4][c:5]2[c:6]([cH:33]1)[N:7]([S:20](=[O:21])(=[O:22])[c:23]1[cH:24][cH:25][c:26]([C:29]([CH3:30])([CH3:31])[CH3:32])[cH:27][cH:28]1)[CH2:8][c:9]1[c:10]([n:12][c:13]([C:16]([F:17])([F:18])[F:19])[cH:14][cH:15]1)[NH:11]2.[C-:47]#[N:48].[C-:50]#[N:51].[CH3:34][N:35]1[CH2:36][CH2:37][CH2:38][C:39]1=[O:40].[CH3:41][CH2:42][O:43][C:44]([CH3:45])=[O:46].[Fe+2:144].[O:54]=[C:55]([CH:56]=[CH:57][c:58]1[cH:59][cH:60][cH:61][cH:62][cH:63]1)[CH:64]=[CH:65][c:66]1[cH:67][cH:68][cH:69][cH:70][cH:71]1.[O:72]=[C:73]([CH:74]=[CH:75][c:76]1[cH:77][cH:78][cH:79][cH:80][cH:81]1)[CH:82]=[CH:83][c:84]1[cH:85][cH:86][cH:87][cH:88][cH:89]1.[O:90]=[C:91]([CH:92]=[CH:93][c:94]1[cH:95][cH:96][cH:97][cH:98][cH:99]1)[CH:100]=[CH:101][c:102]1[cH:103][cH:104][cH:105][cH:106][cH:107]1.[Pd:52].[Pd:53].[Zn+2:49].[cH:108]1[cH:109][cH:110][c:111]([P:112]([c:113]2[cH:114][cH:115][cH:116][cH:117][cH:118]2)[c-:119]2[cH:120][cH:121][cH:122][cH:123]2)[cH:124][cH:125]1.[cH:126]1[cH:127][cH:128][c:129]([P:130]([c:131]2[cH:132][cH:133][cH:134][cH:135][cH:136]2)[c-:137]2[cH:138][cH:139][cH:140][cH:141]2)[cH:142][cH:143]1>>[c:2]1([C:34]#[N:35])[cH:3][cH:4][c:5]2[c:6]([cH:33]1)[N:7]([S:20](=[O:21])(=[O:22])[c:23]1[cH:24][cH:25][c:26]([C:29]([CH3:30])([CH3:31])[CH3:32])[cH:27][cH:28]1)[CH2:8][c:9]1[c:10]([n:12][c:13]([C:16]([F:17])([F:18])[F:19])[cH:14][cH:15]1)[NH:11]2. Yields the product CC(C)(C)c1ccc(S(=O)(=O)N2Cc3ccc(C(F)(F)F)nc3Nc3ccc(C#N)cc32)cc1. Starting materials: Cn1ccc2c(N)ccnc21, CC(C)(C)[O-], Cc1ccccc1, O=[N+]([O-])c1ccc(I)c(F)c1, [Na+]. Yields the product Cn1ccc2c(Nc3ccc([N+](=O)[O-])cc3F)ccnc21. As a reaction SMILES: [CH3:1][n:2]1[cH:3][cH:4][c:5]2[c:6]1[n:7][cH:8][cH:9][c:10]2[NH2:11].[CH3:23][C:24]([CH3:25])([O-:26])[CH3:27].[CH3:29][c:30]1[cH:31][cH:32][cH:33][cH:34][cH:35]1.[F:12][c:13]1[c:14]([I:22])[cH:15][cH:16][c:17]([N+:19](=[O:20])[O-:21])[cH:18]1.[Na+:28]>>[CH3:1][n:2]1[cH:3][cH:4][c:5]2[c:6]1[n:7][cH:8][cH:9][c:10]2[NH:11][c:14]1[c:13]([F:12])[cH:18][c:17]([N+:19](=[O:20])[O-:21])[cH:16][cH:15]1.